Dataset: the Open Reaction Database (ORD), a public repository of structured organic reaction records. Task: describe an organic reaction: reactants, conditions, products, and yield Starting materials: C(C1=CC=CC=C1)NC(=O)C=1NC=C(C1)C(CC1=CC=CC=C1)=O (4-Phenylacetyl-1H-pyrrole-2-carboxylic acid benzylamide), C(N(C)C)(N(C)C)OC(C)(C)C ((Me2N)2CHOt-Bu). Run in C1CCOC1 (THF). Conditions: time 24 hour. Yields the product C(C1=CC=CC=C1)NC(=O)C=1NC=C(C1)C(C(=CN(C)C)C1=CC=CC=C1)=O (4-(3-Dimethylamino-2-phenyl-acryloyl)-1H-pyrrole-2-carboxylic acid benzylamide). As a reaction SMILES: [CH2:1]([NH:8][C:9]([C:11]1[NH:12][CH:13]=[C:14]([C:16](=[O:24])[CH2:17][C:18]2[CH:23]=[CH:22][CH:21]=[CH:20][CH:19]=2)[CH:15]=1)=[O:10])[C:2]1[CH:7]=[CH:6][CH:5]=[CH:4][CH:3]=1.[CH:25](OC(C)(C)C)(N(C)C)[N:26]([CH3:28])[CH3:27]>C1COCC1>[CH2:1]([NH:8][C:9]([C:11]1[NH:12][CH:13]=[C:14]([C:16](=[O:24])[C:17]([C:18]2[CH:23]=[CH:22][CH:21]=[CH:20][CH:19]=2)=[CH:25][N:26]([CH3:28])[CH3:27])[CH:15]=1)=[O:10])[C:2]1[CH:3]=[CH:4][CH:5]=[CH:6][CH:7]=1. Procedure details: To a solution of compound 2 (1 equivalent) in THF, at ambient temperature, was added (Me2N)2CHOt-Bu (3 equivalents). After 24 hours, the solvent was evaporated and the crude product 3 was utilized without purification. 1H NMR (CDCl3) □4.4 (s, 2H), 4.8 (s, NH), 6.8-7.4 (m, 13H). Procedure details: The title compound was prepared from (2S,3S,4R,5R)-5-{2-(aminomethyl)-6-[(1-naphthylmethyl)amino]-9H-purin-9-yl}-N-ethyl-3,4-dihydroxytetrahydro-2-furancarboxamide (Preparation 69) and N-[2-(diisopropylamino)ethyl]-1H-imidazole-1-carboxamide (Preparation 27) by similar procedure to that used in Example 3. Yields the product C(C)(C)N(CCNC(=O)NCC1=NC(=C2N=CN(C2=N1)[C@H]1[C@@H]([C@@H]([C@H](O1)C(=O)NCC)O)O)NCC1=CC=CC2=CC=CC=C12)C(C)C ((2S,3S,4R,5R)-5-{2-{[({[2-(Diisopropylamino)ethyl]amino}carbonyl)amino]methyl}-6-[(1-naphthylmethyl)amino]-9H-purin-9-yl}-N-ethyl-3,4-dihydroxytetrahydro-2-furancarboxamide). As a reaction SMILES: [NH2:1][CH2:2][C:3]1[N:11]=[C:10]2[C:6]([N:7]=[CH:8][N:9]2[C@@H:12]2[O:16][C@H:15]([C:17]([NH:19][CH2:20][CH3:21])=[O:18])[C@@H:14]([OH:22])[C@H:13]2[OH:23])=[C:5]([NH:24][CH2:25][C:26]2[C:35]3[C:30](=[CH:31][CH:32]=[CH:33][CH:34]=3)[CH:29]=[CH:28][CH:27]=2)[N:4]=1.[CH:36]([N:39]([CH:50]([CH3:52])[CH3:51])[CH2:40][CH2:41][NH:42][C:43](N1C=CN=C1)=[O:44])([CH3:38])[CH3:37]>>[CH:50]([N:39]([CH:36]([CH3:38])[CH3:37])[CH2:40][CH2:41][NH:42][C:43]([NH:1][CH2:2][C:3]1[N:11]=[C:10]2[C:6]([N:7]=[CH:8][N:9]2[C@@H:12]2[O:16][C@H:15]([C:17]([NH:19][CH2:20][CH3:21])=[O:18])[C@@H:14]([OH:22])[C@H:13]2[OH:23])=[C:5]([NH:24][CH2:25][C:26]2[C:35]3[C:30](=[CH:31][CH:32]=[CH:33][CH:34]=3)[CH:29]=[CH:28][CH:27]=2)[N:4]=1)=[O:44])([CH3:52])[CH3:51]. The reactants are NCC1=NC(=C2N=CN(C2=N1)[C@H]1[C@@H]([C@@H]([C@H](O1)C(=O)NCC)O)O)NCC1=CC=CC2=CC=CC=C12 ((2S,3S,4R,5R)-5-{2-(aminomethyl)-6-[(1-naphthylmethyl)amino]-9H-purin-9-yl}-N-ethyl-3,4-dihydroxytetrahydro-2-furancarboxamide), C(C)(C)N(CCNC(=O)N1C=NC=C1)C(C)C (N-[2-(diisopropylamino)ethyl]-1H-imidazole-1-carboxamide).